Task: describe an organic reaction: reactants, conditions, products, and yield. Dataset: the Open Reaction Database (ORD), a public repository of structured organic reaction records Starting materials: Cl (hydrochloric acid), BrCC(=O)C1=CC=C(C=C1)O (2-bromo-1-(4-hydroxy-phenyl)-ethanone), C[O-].[Na+] (sodium methanolate). Solvent: CO (methanol), CO (methanol). Reaction conditions: time 45 minute. Product: OC1=CC=C(C=C1)C(COC)=O (1-(4-hydroxy-phenyl)-2-methoxyethanone). Reaction SMILES: Br[CH2:2][C:3]([C:5]1[CH:10]=[CH:9][C:8]([OH:11])=[CH:7][CH:6]=1)=[O:4].[CH3:12][O-:13].[Na+].Cl>CO>[OH:11][C:8]1[CH:9]=[CH:10][C:5]([C:3](=[O:4])[CH2:2][O:13][CH3:12])=[CH:6][CH:7]=1 |f:1.2|. Reported procedure: 3.0 g of 2-bromo-1-(4-hydroxy-phenyl)-ethanone in 25 ml of methanol are added dropwise in the course of 10 minutes to a solution of 7.5 g of sodium methanolate in 80 ml of methanol. Stirring is then carried out at 60° C. for 45 minutes. The reaction mixture is cooled, poured into dilute hydrochloric acid and extracted with ethyl acetate. After concentration of the organic phases and crystallisation from diethyl ether, 1-(4-hydroxy-phenyl)-2-methoxyethanone is obtained. 1H-NMR (CDCl3) 300 MHz: 3....